From a dataset of the Open Reaction Database (ORD), a public repository of structured organic reaction records. describe an organic reaction: reactants, conditions, products, and yield The reactants are [Br-], CC(=O)Nc1ccc(Br)c2c1C(=O)c1ccccc1C2=O, CCCC[N+](CCCC)(CCCC)CCCC, CI, Clc1ccccc1, [K+], [OH-]. Product: CC(=O)N(C)c1ccc(Br)c2c1C(=O)c1ccccc1C2=O. As a reaction SMILES: [Br-:26].[Br:1][c:2]1[cH:3][cH:4][c:5]([NH:18][C:19]([CH3:20])=[O:21])[c:6]2[c:15]1[C:14](=[O:16])[c:13]1[c:8]([cH:9][cH:10][cH:11][cH:12]1)[C:7]2=[O:17].[CH2:27]([N+:28]([CH2:29][CH2:30][CH2:31][CH3:32])([CH2:33][CH2:34][CH2:35][CH3:36])[CH2:37][CH2:38][CH2:39][CH3:40])[CH2:41][CH2:42][CH3:43].[CH3:24][I:25].[Cl:44][c:45]1[cH:46][cH:47][cH:48][cH:49][cH:50]1.[K+:23].[OH-:22]>>[Br:1][c:2]1[cH:3][cH:4][c:5]([N:18]([C:19]([CH3:20])=[O:21])[CH3:24])[c:6]2[c:15]1[C:14](=[O:16])[c:13]1[c:8]([cH:9][cH:10][cH:11][cH:12]1)[C:7]2=[O:17].